From a dataset of the Open Reaction Database (ORD), a public repository of structured organic reaction records. describe an organic reaction: reactants, conditions, products, and yield Starting materials: C(CCCCCCCCCCC)Br (lauryl bromide), CC(C)([O-])C.[K+] (potassium t-butoxide), P(OCC1=CC=CC=C1)(OCC1=CC=CC=C1)[O-] (dibenzyl phosphite), Cl (HCl). The solvent is C1CCOC1 (THF), CN(C)C=O (DMF), CN(C)C=O (DMF). Run at time 20 minute. Product: C(CCCCCCCCCCC)P(OCC1=CC=CC=C1)(=O)OCC1=CC=CC=C1 (Dibenzyl dodecanephosphonate). RXN SMILES: CC(C)([O-])C.[K+].[P:7]([O-:24])([O:16][CH2:17][C:18]1[CH:23]=[CH:22][CH:21]=[CH:20][CH:19]=1)[O:8][CH2:9][C:10]1[CH:15]=[CH:14][CH:13]=[CH:12][CH:11]=1.[CH2:25](Br)[CH2:26][CH2:27][CH2:28][CH2:29][CH2:30][CH2:31][CH2:32][CH2:33][CH2:34][CH2:35][CH3:36].Cl>CN(C=O)C.C1COCC1>[CH2:36]([P:7]([O:16][CH2:17][C:18]1[CH:23]=[CH:22][CH:21]=[CH:20][CH:19]=1)(=[O:24])[O:8][CH2:9][C:10]1[CH:15]=[CH:14][CH:13]=[CH:12][CH:11]=1)[CH2:35][CH2:34][CH2:33][CH2:32][CH2:31][CH2:30][CH2:29][CH2:28][CH2:27][CH2:26][CH3:25] |f:0.1|. Procedure details: To a solution of potassium t-butoxide (6.16 g, 55 mmol), in dry DMF (50 mL), under an argon atmosphere was added dropwise via syringe a solution of dibenzyl phosphite (13.1 g, 50 mmol) in dry DMF (5 mL), and the reaction mixture was stirred at room temperature for 20 min. Then a solution of lauryl bromide (18.6 g, 75 mmol) in dry THF (15 mL), was added dropwise under argon atmosphere, and the mixture was stirred at room temperature for an additional 1 h. After completion of the reaction, the mix... Yields the product CC1[C@H]2[C@@H]3CC[C@H]([C@@H](CCCC(C)C)C)[C@]3(CC[C@@H]2[C@]2(CCC(NC2C1)=O)C)C (7-Methyl-4-aza-Cholestan-3-one). The reactants are CC1[C@H]2[C@@H]3CC[C@H]([C@@H](CCCC(C)C)C)[C@]3(CC[C@@H]2[C@]2(CCC(NC2=C1)=O)C)C (7-Methyl-4-aza-cholest-5-en-3-one). Procedure: Following the analogous general procedure of Example 8, compound 29 was catalytically hydrogenated in HOAc to yield the title compound 30. As a reaction SMILES: [CH3:1][CH:2]1[CH:26]=[C:25]2[C@:20]([CH3:28])([CH2:21][CH2:22][C:23](=[O:27])[NH:24]2)[C@@H:19]2[C@@H:3]1[C@H:4]1[C@:16]([CH3:29])([CH2:17][CH2:18]2)[C@@H:7]([C@H:8]([CH3:15])[CH2:9][CH2:10][CH2:11][CH:12]([CH3:14])[CH3:13])[CH2:6][CH2:5]1>CC(O)=O>[CH3:1][CH:2]1[CH2:26][CH:25]2[C@:20]([CH3:28])([CH2:21][CH2:22][C:23](=[O:27])[NH:24]2)[C@@H:19]2[C@@H:3]1[C@H:4]1[C@:16]([CH3:29])([CH2:17][CH2:18]2)[C@@H:7]([C@H:8]([CH3:15])[CH2:9][CH2:10][CH2:11][CH:12]([CH3:13])[CH3:14])[CH2:6][CH2:5]1. Run in CC(=O)O (HOAc).